This data is from the Open Reaction Database (ORD), a public repository of structured organic reaction records. The task is: describe an organic reaction: reactants, conditions, products, and yield The reactants are FC1=C(C=CC(=O)OCC)C=CC(=C1)N (ethyl 2-fluoro-4-aminocinnamate), BrCCCCCCCCCCCCCCCC (1-bromohexadecane), C([O-])([O-])=O.[K+].[K+] (potassium carbonate). Run in CN(P(=O)(N(C)C)N(C)C)C (hexamethylphosphoramide), O (water). Reaction conditions: temperature 60 celsius. Yields the product C(CCCCCCCCCCCCCCC)NC1=CC=C(C=CC(=O)OCC)C=C1 (ethyl 4-hexadecylaminocinnamate). RXN SMILES: F[C:2]1[CH:14]=[C:13]([NH2:15])[CH:12]=[CH:11][C:3]=1[CH:4]=[CH:5][C:6]([O:8][CH2:9][CH3:10])=[O:7].Br[CH2:17][CH2:18][CH2:19][CH2:20][CH2:21][CH2:22][CH2:23][CH2:24][CH2:25][CH2:26][CH2:27][CH2:28][CH2:29][CH2:30][CH2:31][CH3:32].C(=O)([O-])[O-].[K+].[K+]>CN(C)P(N(C)C)(N(C)C)=O.O>[CH2:32]([NH:15][C:13]1[CH:12]=[CH:11][C:3]([CH:4]=[CH:5][C:6]([O:8][CH2:9][CH3:10])=[O:7])=[CH:2][CH:14]=1)[CH2:31][CH2:30][CH2:29][CH2:28][CH2:27][CH2:26][CH2:25][CH2:24][CH2:23][CH2:22][CH2:21][CH2:20][CH2:19][CH2:18][CH3:17] |f:2.3.4|. Reported procedure: A mixture of ethyl 2-fluoro-4-aminocinnamate, one equivalent of 1-bromohexadecane and one equivalent of anhydrous potassium carbonate in hexamethylphosphoramide is heated for 20 hours at 60° C. The mixture is then cooled, diluted with water and extracted with ether. The combined ether extracts are dried, filtered and evaporated to provide ethyl 4-hexadecylaminocinnamate. The ester is hydrolyzed with sodium hydroxide in a 1:9 water:ethanol solution at steam bath temperatures for 10 hours. The hot... The reactants are N1=CNC2=C1C=CC=C2 (Benzimidazole), C(C)(C)(C)O (tert-butanol), 2R,3R-butene oxide, O (water), CC(C)([O-])C.[K+] (potassium tert-butoxide). Solvent: C1CCOC1 (THF), C1CCOC1 (THF). Conditions: temperature 60 celsius. Yields the product N1(C=NC2=C1C=CC=C2)[C@H]([C@H](O)C)C ((1R,2S)-2-benzimidazol-1-yl-1-methyl-propanol). Yield: 84.0%. As a reaction SMILES: [N:1]1[C:5]2[CH:6]=[CH:7][CH:8]=[CH:9][C:4]=2[NH:3][CH:2]=1.[C:10]([OH:14])(C)([CH3:12])[CH3:11].[CH3:15]C(C)([O-])C.[K+].O>C1COCC1>[N:1]1([C@@H:11]([CH3:15])[C@@H:10]([CH3:12])[OH:14])[C:5]2[CH:6]=[CH:7][CH:8]=[CH:9][C:4]=2[N:3]=[CH:2]1 |f:2.3|. Procedure: Benzimidazole (950 mg, 8.0 mmol) in THF was added to tert-butanol (20 mL) and THF (2.5 mL) containing potassium tert-butoxide (900 mg, 8.0 mmol). 2R,3R-butene oxide (500 mg, ˜1 equiv) was added. The reaction was heated in a sealed tube at 60° C. for 2 days. After cooling to room temperature, the reaction was poured into water, extracted with ethyl acetate, washed with 1.0N sodium hydroxide, then brine. To give (1R,2S)-2-benzimidazol-1-yl-1-methyl-propanol 1.27 g (84%) as a yellow oil. MS (APCI) ... Reactants: COCC1CN(Cc2ccc(C(=O)OC)cc2)C(=O)N1C1CCN(C(C)CCN)CC1, Cc1cc(Cl)nc(C)c1C(=O)O. Product: COCC1CN(Cc2ccc(C(=O)OC)cc2)C(=O)N1C1CCN(C(C)CCNC(=O)c2c(C)cc(Cl)nc2C)CC1. Reaction SMILES: [CH3:1][O:2][C:3]([c:4]1[cH:5][cH:6][c:7]([CH2:10][N:11]2[C:12](=[O:30])[N:13]([CH:19]3[CH2:20][CH2:21][N:22]([CH:25]([CH2:26][CH2:27][NH2:28])[CH3:29])[CH2:23][CH2:24]3)[CH:14]([CH2:16][O:17][CH3:18])[CH2:15]2)[cH:8][cH:9]1)=[O:31].[Cl:32][c:33]1[n:34][c:35]([CH3:43])[c:36]([C:37](=[O:38])[OH:39])[c:40]([CH3:42])[cH:41]1>>[CH3:1][O:2][C:3]([c:4]1[cH:5][cH:6][c:7]([CH2:10][N:11]2[C:12](=[O:30])[N:13]([CH:19]3[CH2:20][CH2:21][N:22]([CH:25]([CH2:26][CH2:27][NH:28][C:37]([c:36]4[c:35]([CH3:43])[n:34][c:33]([Cl:32])[cH:41][c:40]4[CH3:42])=[O:38])[CH3:29])[CH2:23][CH2:24]3)[CH:14]([CH2:16][O:17][CH3:18])[CH2:15]2)[cH:8][cH:9]1)=[O:31]. The reactants are Cc1nn(C)c(C)c1C(=O)N1c2ccccc2C(C)CC1(C)C, O, O=S(=O)(O)O. The product is Cc1nn(C)c(C)c1C(=O)Nc1cccc2c1C(C)CC2(C)C. As a reaction SMILES: [CH3:6][n:7]1[n:8][c:9]([CH3:28])[c:10]([C:13](=[O:14])[N:15]2[C:16]([CH3:26])([CH3:27])[CH2:17][CH:18]([CH3:25])[c:19]3[cH:20][cH:21][cH:22][cH:23][c:24]32)[c:11]1[CH3:12].[OH2:29].[S:1](=[O:2])(=[O:3])([OH:4])[OH:5]>>[CH3:6][n:7]1[n:8][c:9]([CH3:28])[c:10]([C:13](=[O:14])[NH:15][c:24]2[c:19]3[c:20]([cH:21][cH:22][cH:23]2)[C:16]([CH3:26])([CH3:27])[CH2:17][CH:18]3[CH3:25])[c:11]1[CH3:12]. Reactants: NC1=CC=CC=C1, O=C(C)C1=CC=C(S(=O)(Cl)=O)C=C1. Reagents/catalysts: O=C([O-])O.[Na+] (NaHCO3). The solvent is O (water), OCCOCCOCCOCCOCCO (PEG400), CC(C)=O (acetone). Run at temperature 25 celsius, pressure 100 psi, time 20 minute. The product is CC(=O)c1ccc(S(=O)(=O)Nc2ccccc2)cc1. Isolated yield 98.0%. Reactants: C12C(C(C(CC1)C2)=O)=O (bicyclo[2.2.1]heptane-2,3-dione), COP(OC)(=O)CC(=O)C1=C(C=C(C(=C1)F)F)Cl ([2-(2-Chloro-4,5-difluoro-phenyl)-2-oxo-ethyl]-phosphonic acid dimethyl ester), O.NN (hydrazine monohydrate). Product: ClC1=C(C=C(C(=C1)F)F)C=1N=NC=2C3CCC(C2C1)C3 ((1SR,8RS)-5-(2-Chloro-4,5-difluoro-phenyl)-3,4-diaza-tricyclo[6.2.1.02,7]undeca-2(7),3,5-triene). Reaction SMILES: [CH:1]12[CH2:7][CH:4]([CH2:5][CH2:6]1)[C:3](=O)[C:2]2=O.COP([CH2:16][C:17]([C:19]1[CH:24]=[C:23]([F:25])[C:22]([F:26])=[CH:21][C:20]=1[Cl:27])=O)(=O)OC.O.[NH2:29][NH2:30]>>[Cl:27][C:20]1[CH:21]=[C:22]([F:26])[C:23]([F:25])=[CH:24][C:19]=1[C:17]1[N:29]=[N:30][C:2]2[CH:1]3[CH2:7][CH:4]([C:3]=2[CH:16]=1)[CH2:5][CH2:6]3 |f:2.3|. Reported procedure: yellow solid. MS (EI): 292.1 (M+). Prepared from bicyclo[2.2.1]heptane-2,3-dione, [2-(2-Chloro-4,5-difluoro-phenyl)-2-oxo-ethyl]-phosphonic acid dimethyl ester, hydrazine monohydrate. The reactants are C(C)(=O)OCC (Ethyl acetate), C(C)(C)(C)OC(N(C)C)OC(C)(C)C (N,N-dimethylformamide di-tert-butyl acetal), FC1=C(C(=O)O)C(=CC(=C1)OC)F (2,6-difluoro-4-methoxy-benzoic acid). Solvent: C1(=CC=CC=C1)C (toluene), C1(=CC=CC=C1)C (toluene). Reaction conditions: temperature 80 celsius, time 30 minute. Product: C(C)(C)(C)OC(C1=C(C=C(C=C1F)OC)F)=O (2,6-Difluoro-4-methoxy-benzoic acid tert-butyl ester). Yield: 91.7%. RXN SMILES: C([O:5][CH:6]([O:10][C:11]([CH3:14])([CH3:13])[CH3:12])N(C)C)(C)(C)C.[F:15][C:16]1[CH:24]=[C:23]([O:25][CH3:26])[CH:22]=[C:21]([F:27])[C:17]=1C(O)=O.C(OCC)(=O)C>C1(C)C=CC=CC=1>[C:11]([O:10][C:6](=[O:5])[C:17]1[C:16]([F:15])=[CH:24][C:23]([O:25][CH3:26])=[CH:22][C:21]=1[F:27])([CH3:12])([CH3:13])[CH3:14]. Procedure details: N,N-dimethylformamide di-tert-butyl acetal (75 ml, 0.31 mol) in toluene (60 ml) was added dropwise over 1.5 hours to 2,6-difluoro-4-methoxy-benzoic acid (15 g, 80 mmol)(Mol. Cryst. Liq. Cryst. 1989, 172) in toluene (120 ml) at 80° C. under a nitrogen atmosphere. The mixture was stirred at 80° C. for 30 minutes and then cooled to room temperature. Ethyl acetate (100 ml) was added and the organic solution was washed with saturated sodium hydrogen carbonate solution (2×150 ml), brine (150 ml), drie...